Dataset: the Open Reaction Database (ORD), a public repository of structured organic reaction records. Task: describe an organic reaction: reactants, conditions, products, and yield Reactants: FC1=CC=C(C=C1)C1=C(CC(C1)(C)C)C1=CC=C(C=C1)S(=O)(=O)C (1-[2-(4-fluoro phenyl)-4,4-dimethylcyclopenten-1-yl]-4-(methylsulfonyl)benzene), C(CCC)B(CCCC)CCCC (tributylborane), C(C)(=O)[O-].[Na+] (sodium acetate), ONS(=O)(=O)O (hydroxyamine-O-sulfonic acid). The solvent is C1CCOC1 (THF), CCCCCC (hexane), O (water). Reaction conditions: time 25 minute. The product is FC1=CC=C(C=C1)C1=C(CC(C1)(C)C)C1=CC=C(C=C1)S(=O)(=O)N (4-[2-(4-fluorophenyl)-4,4-dimethylcyclopenten-1yl)benzenesulfonamide). Isolated yield 43.9%. As a reaction SMILES: [F:1][C:2]1[CH:7]=[CH:6][C:5]([C:8]2[CH2:12][C:11]([CH3:14])([CH3:13])[CH2:10][C:9]=2[C:15]2[CH:20]=[CH:19][C:18]([S:21](C)(=[O:23])=[O:22])=[CH:17][CH:16]=2)=[CH:4][CH:3]=1.C(B(CCCC)CCCC)CCC.C([O-])(=O)C.[Na+].O[NH:44]S(O)(=O)=O>C1COCC1.CCCCCC.O>[F:1][C:2]1[CH:7]=[CH:6][C:5]([C:8]2[CH2:12][C:11]([CH3:14])([CH3:13])[CH2:10][C:9]=2[C:15]2[CH:20]=[CH:19][C:18]([S:21]([NH2:44])(=[O:23])=[O:22])=[CH:17][CH:16]=2)=[CH:4][CH:3]=1 |f:2.3|. Reported procedure: Under nitrogen, a solution of 4.55 g (13.2 mmol) of 1-[2-(4-fluoro phenyl)-4,4-dimethylcyclopenten-1-yl]-4-(methylsulfonyl)benzene (from Step 10 of Example 1) in 50 mL of THF at -78° C. was treated with 6.3 mL (0.27 mmol) of n-butylllithium (2.5 M in hexane) over a period of 5 minutes. The reaction was stirred at ambient temperature for 25 minutes, cooled to -78° C., and treated with 19.8 mL (19.8 mmol) of tributylborane (1.0 M in THF). The resulting dark brown solution was stirred at ambient te... The reactants are O=C([O-])[O-], CCC(C)=O, CN(C)CCCl, Cl, [I-], [K+], [K+], [Na+], Oc1cccc2[nH]ccc12. The product is CN(C)CCOc1cccc2[nH]ccc12. As a reaction SMILES: [C:11](=[O:12])([O-:13])[O-:14].[CH3:26][C:27](=[O:28])[CH2:29][CH3:30].[Cl:20][CH2:21][CH2:22][N:23]([CH3:24])[CH3:25].[ClH:19].[I-:18].[K+:15].[K+:16].[Na+:17].[OH:1][c:2]1[c:3]2[cH:4][cH:5][nH:6][c:7]2[cH:8][cH:9][cH:10]1>>[O:1]([c:2]1[c:3]2[cH:4][cH:5][nH:6][c:7]2[cH:8][cH:9][cH:10]1)[CH2:21][CH2:22][N:23]([CH3:24])[CH3:25]. Reactants: ClC1=NC=CC(=C1)N1C(CCC1)C1=CC=C(C=C1)F (2-Chloro-4-[2-(4-fluoro-phenyl)-pyrrolidin-1-yl]-pyridine), C1(CCCCC1)P(C1=C(C=CC=C1)C1=CC=CC=C1)C1CCCCC1 (2-(dicyclohexylphosphino)biphenyl), [Li+].C[Si](C)(C)[N-][Si](C)(C)C (LiHMDS), [NH4+].[Cl-] (NH4Cl), [Li+].C[Si](C)(C)[N-][Si](C)(C)C (LiHMDS). The reagents and catalysts are C=1C=CC(=CC1)/C=C/C(=O)/C=C/C2=CC=CC=C2.C=1C=CC(=CC1)/C=C/C(=O)/C=C/C2=CC=CC=C2.C=1C=CC(=CC1)/C=C/C(=O)/C=C/C2=CC=CC=C2.[Pd].[Pd] (tris(dibenzylideneacetone)dipalladium(0)). The solvent is C1CCOC1 (THF), O (water). Run at temperature 65 celsius. The product is FC1=CC=C(C=C1)C1N(CCC1)C1=CC(=NC=C1)N (4-[2-(4-Fluoro-phenyl)-pyrrolidin-1-yl]-pyridin-2-ylamine). Isolated yield 67.7%. Reaction SMILES: Cl[C:2]1[CH:7]=[C:6]([N:8]2[CH2:12][CH2:11][CH2:10][CH:9]2[C:13]2[CH:18]=[CH:17][C:16]([F:19])=[CH:15][CH:14]=2)[CH:5]=[CH:4][N:3]=1.C1(P(C2CCCCC2)C2C=CC=CC=2C2C=CC=CC=2)CCCCC1.[Li+].C[Si]([N-:50][Si](C)(C)C)(C)C.[NH4+].[Cl-]>C1COCC1.C1C=CC(/C=C/C(/C=C/C2C=CC=CC=2)=O)=CC=1.C1C=CC(/C=C/C(/C=C/C2C=CC=CC=2)=O)=CC=1.C1C=CC(/C=C/C(/C=C/C2C=CC=CC=2)=O)=CC=1.[Pd].[Pd].O>[F:19][C:16]1[CH:17]=[CH:18][C:13]([CH:9]2[CH2:10][CH2:11][CH2:12][N:8]2[C:6]2[CH:5]=[CH:4][N:3]=[C:2]([NH2:50])[CH:7]=2)=[CH:14][CH:15]=1 |f:2.3,4.5,7.8.9.10.11|. Procedure details: 2-Chloro-4-[2-(4-fluoro-phenyl)-pyrrolidin-1-yl]-pyridine (97 mg, 0.35 mmol), tris(dibenzylideneacetone)dipalladium(0) (32 mg, 0.035 mmol) and 2-(dicyclohexylphosphino)biphenyl (25 mg, 0.070 mmol) are mixed in dry THF (2.0 mL). Then Argon is bubbled through the solution for 5 min and 1.0 M LiHMDS (0.53 mL, 0.53 mmol) is added. Then the reaction mixture is heated at 65° C. for 6 hrs before more 1.0 M LiHMDS (0.53 mL, 0.53 mmol) is added. The resulting mixture is heated at 65° C. for another 16 hr... The reactants are CC(C)(C)OC(=O)Nc1cnc2[nH]c(C(CC3CCOCC3)c3ccc(S(C)(=O)=O)cc3)cc2c1, ClCCl, Cl. Product: Cl, CS(=O)(=O)c1ccc(C(CC2CCOCC2)c2cc3cc(N)cnc3[nH]2)cc1. Reaction SMILES: [C:1]([O:2][C:3](=[O:4])[NH:7][c:8]1[cH:9][c:10]2[c:11]([n:12][cH:13]1)[nH:14][c:15]([CH:17]([CH2:18][CH:19]1[CH2:20][CH2:21][O:22][CH2:23][CH2:24]1)[c:25]1[cH:26][cH:27][c:28]([S:31](=[O:32])(=[O:33])[CH3:34])[cH:29][cH:30]1)[cH:16]2)([CH3:5])([CH3:6])[CH3:35].[Cl:37][CH2:38][Cl:39].[ClH:36]>>[ClH:36].[NH2:7][c:8]1[cH:9][c:10]2[c:11]([n:12][cH:13]1)[nH:14][c:15]([CH:17]([CH2:18][CH:19]1[CH2:20][CH2:21][O:22][CH2:23][CH2:24]1)[c:25]1[cH:26][cH:27][c:28]([S:31](=[O:32])(=[O:33])[CH3:34])[cH:29][cH:30]1)[cH:16]2. The reactants are C(C1=CC=CC=C1)(=O)NN (benzhydrazide), C(C)(=O)C1=NC=CC=C1 (2-acetylpyridine), C(C)O (ethanol). Solvent: O1CCOCC1 (dioxane). Product: N1=C(C=CC=C1)C(C)=NNC(C1=CC=CC=C1)=O (benzoic acid [1-(2-pyridinyl)ethylidene]hydrazide). Isolated yield 63.6%. As a reaction SMILES: [C:1]([NH:9][NH2:10])(=[O:8])[C:2]1[CH:7]=[CH:6][CH:5]=[CH:4][CH:3]=1.[C:11]([C:14]1[CH:19]=[CH:18][CH:17]=[CH:16][N:15]=1)(=O)[CH3:12].C(O)C>O1CCOCC1>[N:15]1[CH:16]=[CH:17][CH:18]=[CH:19][C:14]=1[C:11](=[N:10][NH:9][C:1](=[O:8])[C:2]1[CH:7]=[CH:6][CH:5]=[CH:4][CH:3]=1)[CH3:12]. Reported procedure: A mixture of 6.81 gm (0.05 mole) of benzhydrazide, 6.06 gm (0.05 mole) of 2-acetylpyridine and 100 ml of ethanol is stirred at reflux 2 hr. Then sufficient dioxane is added to the boiling mixture to furnish a solution. The hot solution is filtered. The filtrate is diluted to the cloud point with water, cooled to room temperature, and then chilled in the refrigerator. The product is collected and dried to yield 7.61 gm (64%) of the title compound having a melting point of 151.6° C.